Task: describe an organic reaction: reactants, conditions, products, and yield. Dataset: the Open Reaction Database (ORD), a public repository of structured organic reaction records The reactants are Cc1cccc(C)c1C(CNC(=O)OC(C)(C)C)COCc1c(F)cccc1F, CCOC(C)=O, Cc1ccccc1, Cl. Yields the product Cl, Cc1cccc(C)c1C(CN)COCc1c(F)cccc1F. RXN SMILES: [C:2]([O:3][C:4](=[O:5])[NH:9][CH2:10][CH:11]([CH2:12][O:13][CH2:14][c:15]1[c:16]([F:22])[cH:17][cH:18][cH:19][c:20]1[F:21])[c:23]1[c:24]([CH3:30])[cH:25][cH:26][cH:27][c:28]1[CH3:29])([CH3:6])([CH3:7])[CH3:8].[CH3:31][CH2:32][O:33][C:34](=[O:35])[CH3:36].[CH3:37][c:38]1[cH:39][cH:40][cH:41][cH:42][cH:43]1.[ClH:1]>>[ClH:1].[NH2:9][CH2:10][CH:11]([CH2:12][O:13][CH2:14][c:15]1[c:16]([F:22])[cH:17][cH:18][cH:19][c:20]1[F:21])[c:23]1[c:24]([CH3:30])[cH:25][cH:26][cH:27][c:28]1[CH3:29]. Reactants: N#Cc1ccc(Oc2ccc(CC(=O)O)cc2)cc1, CO, O=S(Cl)Cl. Product: COC(=O)Cc1ccc(Oc2ccc(C#N)cc2)cc1. Reaction SMILES: [C:1](#[N:2])[c:3]1[cH:4][cH:5][c:6]([O:7][c:8]2[cH:9][cH:10][c:11]([CH2:14][C:15](=[O:16])[OH:17])[cH:12][cH:13]2)[cH:18][cH:19]1.[CH3:20][OH:21].[S:22]([Cl:23])([Cl:24])=[O:25]>>[C:1](#[N:2])[c:3]1[cH:4][cH:5][c:6]([O:7][c:8]2[cH:9][cH:10][c:11]([CH2:14][C:15](=[O:16])[O:17][CH3:20])[cH:12][cH:13]2)[cH:18][cH:19]1. Starting materials: ClC=1C(=C(C=CC1)NC1=NC=NC2=CC(=C(C=C12)C=O)OC)F (4-[(3-chloro-2-fluorophenyl)amino]-7-methoxyquinazoline-6-carbaldehyde), resultant product, C=O (formaldehyde), NC1(CN(CC1)C(=O)OC(C)(C)C)C(=O)O (3-amino-1-(tert-butoxycarbonyl)pyrrolidine-3-carboxylic acid), NC1(CCN(CC1)C(=O)OC(C)(C)C)C(=O)O (4-amino-1-(tert-butoxycarbonyl)piperidine-4-carboxylic acid). Product: ClC=1C(=C(C=CC1)NC1=NC=NC2=CC(=C(C=C12)CN(C1(CN(CC1)C)C(=O)O)C)OC)F (3-[({4-[(3-chloro-2-fluorophenyl)amino]-7-methoxyquinazolin-6-yl}methyl)(methyl)amino]-1-methylpyrrolidine-3-carboxylic acid). Reaction SMILES: [Cl:1][C:2]1[C:3]([F:23])=[C:4]([NH:8][C:9]2[C:18]3[C:13](=[CH:14][C:15]([O:21][CH3:22])=[C:16]([CH:19]=O)[CH:17]=3)[N:12]=[CH:11][N:10]=2)[CH:5]=[CH:6][CH:7]=1.[NH2:24][C:25]1([C:37]([OH:39])=[O:38])[CH2:29][CH2:28][N:27]([C:30](OC(C)(C)C)=O)[CH2:26]1.N[C:41]1(C(O)=O)CCN(C(OC(C)(C)C)=O)CC1.C=O>>[Cl:1][C:2]1[C:3]([F:23])=[C:4]([NH:8][C:9]2[C:18]3[C:13](=[CH:14][C:15]([O:21][CH3:22])=[C:16]([CH2:19][N:24]([CH3:41])[C:25]4([C:37]([OH:39])=[O:38])[CH2:29][CH2:28][N:27]([CH3:30])[CH2:26]4)[CH:17]=3)[N:12]=[CH:11][N:10]=2)[CH:5]=[CH:6][CH:7]=1. Procedure: 4-[(3-chloro-2-fluorophenyl)amino]-7-methoxyquinazoline-6-carbaldehyde was coupled with 3-amino-1-(tert-butoxycarbonyl)pyrrolidine-3-carboxylic acid (commercially available or may be prepared made using analogous methodology as that described for the preparation of 4-amino-1-(tert-butoxycarbonyl)piperidine-4-carboxylic acid in J. Org. Chem. 1996, 61, 7650-7651). The resultant product was deprotected and methylated by reaction with aqueous formaldehyde using analogous methods to those described f... Reactants: O (water), BrC1=CC=C(C=C1)O (4-Bromophenol), N1C=NC=C1 (imidazole), [Si](C)(C)(C(C)(C)C)Cl (tert-butyldimethylsilyl chloride). Run in CN(C)C=O (DMF). Product: BrC1=CC=C(C=C1)C[Si](C)(C(C)(C)C)O[Si](C(C)(C)C)(C)CC1=CC=C(C=C1)Br (4-Bromophenyl-tert-butyldimethylsilyl Ether). RXN SMILES: [Br:1][C:2]1[CH:7]=[CH:6][C:5](O)=[CH:4][CH:3]=1.N1[CH:13]=[CH:12]N=C1.[Si:14](Cl)([C:17]([CH3:20])([CH3:19])[CH3:18])([CH3:16])[CH3:15].[OH2:22]>CN(C=O)C>[Br:1][C:2]1[CH:7]=[CH:6][C:5]([CH2:15][Si:14]([O:22][Si:14]([CH2:16][C:13]2[CH:12]=[CH:7][C:2]([Br:1])=[CH:3][CH:4]=2)([CH3:15])[C:17]([CH3:20])([CH3:19])[CH3:18])([C:17]([CH3:20])([CH3:19])[CH3:18])[CH3:16])=[CH:4][CH:3]=1. Procedure: 4-Bromophenol (5.76 g, 30 mmol), imidazole (4.08 g, 60 mmol) and tert-butyldimethylsilyl chloride (5.02 g, 33 mmol) were stirred in anhydrous DMF (100 mL) at 25° C. for 18 h. The reaction mixture was then poured into water (100 mL) and extracted with ethyl acetate (2×75 mL). The combined extracts were washed with water (2×75 mL), brine (75 mL) and dried (MgSO4) before concentration in vacuo. The crude product was purified using "flash" silica gel column chromatography with ethyl acetate:hexane (... The product is CC(C)N1CCN(Cc2ccc(NC(=O)Cc3ccc(-n4cnc5cccnc54)cc3)cc2C(F)(F)F)CC1. Reaction SMILES: [CH:20]([CH3:21])([CH3:22])[N:23]1[CH2:24][CH2:25][N:26]([CH2:29][c:30]2[c:31]([C:37]([F:38])([F:39])[F:40])[cH:32][c:33]([NH2:36])[cH:34][cH:35]2)[CH2:27][CH2:28]1.[n:1]1[cH:2][n:3](-[c:10]2[cH:11][cH:12][c:13]([CH2:16][C:17](=[O:18])[OH:19])[cH:14][cH:15]2)[c:4]2[n:5][cH:6][cH:7][cH:8][c:9]12>>[n:1]1[cH:2][n:3](-[c:10]2[cH:11][cH:12][c:13]([CH2:16][C:17](=[O:19])[NH:36][c:33]3[cH:32][c:31]([C:37]([F:38])([F:39])[F:40])[c:30]([CH2:29][N:26]4[CH2:25][CH2:24][N:23]([CH:20]([CH3:21])[CH3:22])[CH2:28][CH2:27]4)[cH:35][cH:34]3)[cH:14][cH:15]2)[c:4]2[n:5][cH:6][cH:7][cH:8][c:9]12. Reactants: CC(C)N1CCN(Cc2ccc(N)cc2C(F)(F)F)CC1, O=C(O)Cc1ccc(-n2cnc3cccnc32)cc1. The reactants are 5-L, S(O)(O)(=O)=O (sulfuric acid), C1(CC(CC1)C(=O)O)C(=O)O (cyclopentane-1,3-dicarboxylic acid), CO (methanol), CO.C(C)(=O)OCC (methanol ethyl acetate). Run at temperature 7 celsius. The product is C1(CC(CC1)C(=O)OC)C(=O)OC (dimethyl cyclopentane-1,3-dicarboxylate). Yield: 100.0%. Reaction SMILES: C1(C(O)=O)[CH2:5][CH2:4][CH:3]([C:6]([OH:8])=[O:7])[CH2:2]1.[CH3:12]O.S(=O)(=O)(O)O.CO.[C:21]([O:24][CH2:25]C)(=[O:23])[CH3:22]>>[CH:22]1([C:21]([O:24][CH3:25])=[O:23])[CH2:5][CH2:4][CH:3]([C:6]([O:8][CH3:12])=[O:7])[CH2:2]1 |f:3.4|. Procedure details: A 5-L, 3-neck, round bottom flask was equipped with a mechanical stirrer, a J-KEM temperature controller, and a reflux condenser. The flask was charged with cyclopentane-1,3-dicarboxylic acid (357 g, 2.262 mol) and methanol (1.75 L). The solution was cooled to 7° C. using an ice/water bath. Concentrated sulfuric acid (70 mL) was added dropwise over 30 min resulting in an exotherm up to 12° C. The reaction mixture was heated to reflux and stirred for 16 h when TLC analysis (10% methanol/ethyl ace...